The task is: describe an organic reaction: reactants, conditions, products, and yield. This data is from the Open Reaction Database (ORD), a public repository of structured organic reaction records. Starting materials: O (water), C(C)(=O)N1C(CC2=C(C(=CC(=C12)C)O)C)C (1-acetyl-2,3-dihydro-5-hydroxy-2,4,7-trimethyl-1H-indole), ClCC(=C)C (3-chloro-2-methyl-1-propene), C([O-])([O-])=O.[K+].[K+] (potassium carbonate). Solvent: CN(C=O)C (dimethylformamide). Reaction conditions: temperature 80 celsius, time 20 hour. The product is C(C)(=O)N1C(CC2=C(C(=CC(=C12)C)OCC(=C)C)C)C (1-Acetyl-2,3-dihydro-2,4,7-trimethyl-5-[(2-methyl-2-propenyl)oxy]-1H-indole). Yield: 86.3%. Reaction SMILES: [C:1]([N:4]1[C:12]2[C:7](=[C:8]([CH3:15])[C:9]([OH:14])=[CH:10][C:11]=2[CH3:13])[CH2:6][CH:5]1[CH3:16])(=[O:3])[CH3:2].Cl[CH2:18][C:19]([CH3:21])=[CH2:20].C(=O)([O-])[O-].[K+].[K+].O>CN(C)C=O>[C:1]([N:4]1[C:12]2[C:7](=[C:8]([CH3:15])[C:9]([O:14][CH2:20][C:19]([CH3:21])=[CH2:18])=[CH:10][C:11]=2[CH3:13])[CH2:6][CH:5]1[CH3:16])(=[O:3])[CH3:2] |f:2.3.4|. Procedure: A suspension of 1-acetyl-2,3-dihydro-5-hydroxy-2,4,7-trimethyl-1H-indole (3.3 g, 16.1 mmol), 3-chloro-2-methyl-1-propene (2.6 g, 28.7 mmol) and potassium carbonate (3.5 g, 25.3 mmol) in dimethylformamide (25 ml) was stirred for 20 hours at 80° C. under nitrogen atmosphere. The reaction mixture was combined with water, and extracted twice with ethyl acetate. The organic layers were combined, washed with water and saturated brine, dried over magnesium sulfate, filtered and concentrated under reduc... Reactants: BrCC1=CC=C(C(=O)OC)C=C1 (methyl 4-(bromomethyl)benzoate), O=C1CN(CCN1)C(=O)OC(C)(C)C (tert-butyl 3-oxopiperazine-1-carboxylate), C([O-])([O-])=O.[Cs+].[Cs+] (Cesium Carbonate). The solvent is CN(C)C=O (DMF). Product: COC(=O)C1=CC=C(CN2C(CN(CC2)C(=O)OC(C)(C)C)=O)C=C1 (tert-butyl 4-(4-(methoxycarbonyl)benzyl)-3-oxopiperazine-1-carboxylate). Reaction SMILES: Br[CH2:2][C:3]1[CH:12]=[CH:11][C:6]([C:7]([O:9][CH3:10])=[O:8])=[CH:5][CH:4]=1.[O:13]=[C:14]1[NH:19][CH2:18][CH2:17][N:16]([C:20]([O:22][C:23]([CH3:26])([CH3:25])[CH3:24])=[O:21])[CH2:15]1.C(=O)([O-])[O-].[Cs+].[Cs+]>CN(C=O)C>[CH3:10][O:9][C:7]([C:6]1[CH:11]=[CH:12][C:3]([CH2:2][N:19]2[CH2:18][CH2:17][N:16]([C:20]([O:22][C:23]([CH3:25])([CH3:24])[CH3:26])=[O:21])[CH2:15][C:14]2=[O:13])=[CH:4][CH:5]=1)=[O:8] |f:2.3.4|. Procedure details: 500 mg of methyl 4-(bromomethyl)benzoate was reacted with 480 mg of tert-butyl 3-oxopiperazine-1-carboxylate and 1 g of Cesium Carbonate in 9 mL of DMF at 45° C. Upon completion, the reaction was extracted in Ethyl Acetate 2 times saturated bicarbonate, dried over Magnesium Sulfate, filtered and concentrated to give tert-butyl 4-(4-(methoxycarbonyl)benzyl)-3-oxopiperazine-1-carboxylate. 613 mg of tert-butyl 4-(4-(methoxycarbonyl)benzyl)-3-oxopiperazine-1-carboxylate was hydrolyzed via Procedure ... Reactants: C(C)(C)(C)C1=CC(=CC(N1)=O)O (6-tert-Butyl-4-hydroxypyridin-2(1H)-one), P(=O)(Br)(Br)Br (POBr3). The solvent is CN(C)C=O (DMF). Conditions: temperature 90 celsius. The product is BrC1=CC(NC(=C1)C(C)(C)C)=O (4-Bromo-6-tert-butylpyridine-2(1H)-one). The yield is 79.7%. RXN SMILES: [C:1]([C:5]1[NH:10][C:9](=[O:11])[CH:8]=[C:7](O)[CH:6]=1)([CH3:4])([CH3:3])[CH3:2].P(Br)(Br)([Br:15])=O>CN(C=O)C>[Br:15][C:7]1[CH:6]=[C:5]([C:1]([CH3:4])([CH3:3])[CH3:2])[NH:10][C:9](=[O:11])[CH:8]=1. Procedure details: To a solution of compound 17a (9.7 g, 60 mmol) in DMF (100 mL) was added POBr3 (17.2 g, 60 mmol) and the mixture was heated at 90° C. for 2 h. Then the resulting mixture was concentrated. Water was added and the mixture was extracted with EA. The organic layer was washed with brine, concentrated and purified by CC (PE/EA=5/1) to give compound 17b (11 g, 80%) as a yellow solid. The reactants are CN(C)c1ccncc1, COc1cc2nccc(Cl)c2cc1OC, CCOC(=O)c1cc(Cl)ccc1O, Clc1ccccc1Cl. Product: CCOC(=O)c1cc(Cl)ccc1Oc1ccnc2cc(OC)c(OC)cc12. RXN SMILES: [CH3:29][N:30]([CH3:31])[c:32]1[cH:33][cH:34][n:35][cH:36][cH:37]1.[Cl:14][c:15]1[cH:16][cH:17][n:18][c:19]2[cH:20][c:21]([O:27][CH3:28])[c:22]([O:25][CH3:26])[cH:23][c:24]12.[Cl:1][c:2]1[cH:3][cH:4][c:5]([OH:13])[c:6]([C:7](=[O:8])[O:9][CH2:10][CH3:11])[cH:12]1.[Cl:38][c:39]1[cH:40][cH:41][cH:42][cH:43][c:44]1[Cl:45]>>[Cl:1][c:2]1[cH:3][cH:4][c:5]([O:13][c:15]2[cH:16][cH:17][n:18][c:19]3[cH:20][c:21]([O:27][CH3:28])[c:22]([O:25][CH3:26])[cH:23][c:24]23)[c:6]([C:7](=[O:8])[O:9][CH2:10][CH3:11])[cH:12]1. The reactants are CC(C)(C)OC(=O)CCBr, C1CCOC1, Nc1ccc2c(n1)-c1sc(-c3ncnn3-c3ccc(F)cc3F)cc1CCO2, [H-], [Na+]. Yields the product CC(C)(C)OC(=O)CNc1ccc2c(n1)-c1sc(-c3ncnn3-c3ccc(F)cc3F)cc1CCO2. RXN SMILES: [Br:31][CH2:32][CH2:33][C:34](=[O:35])[O:36][C:37]([CH3:38])([CH3:39])[CH3:40].[CH2:41]1[O:42][CH2:43][CH2:44][CH2:45]1.[F:1][c:2]1[c:3](-[n:9]2[n:10][cH:11][n:12][c:13]2-[c:14]2[cH:15][c:16]3[c:22]([s:23]2)-[c:21]2[c:20]([cH:27][cH:26][c:25]([NH2:28])[n:24]2)[O:19][CH2:18][CH2:17]3)[cH:4][cH:5][c:6]([F:8])[cH:7]1.[H-:30].[Na+:29]>>[F:1][c:2]1[c:3](-[n:9]2[n:10][cH:11][n:12][c:13]2-[c:14]2[cH:15][c:16]3[c:22]([s:23]2)-[c:21]2[c:20]([cH:27][cH:26][c:25]([NH:28][CH2:33][C:34](=[O:35])[O:36][C:37]([CH3:38])([CH3:39])[CH3:40])[n:24]2)[O:19][CH2:18][CH2:17]3)[cH:4][cH:5][c:6]([F:8])[cH:7]1. Starting materials: [Cl-].[Al+3].[Cl-].[Cl-] (aluminum chloride), C1(=CC=CC=C1)S(=O)(=O)Cl (benzenesulfonyl chloride), BrC1=CC=CC=C1 (bromobenzene), BrC1=CC(=C(C=C1)S(=O)(=O)C1=C(C=C(C=C1)Br)C1=CC=CC=C1)C1=CC=CC=C1 (p-bromophenyl-phenyl-sulfone), ClS(=O)(=O)O (chlorosulfonic acid), BrC1=CC(=C(C=C1)S(=O)(=O)C1=C(C=C(C=C1)Br)C1=CC=CC=C1)C1=CC=CC=C1 (p-bromophenylphenylsulfone), ice water. The solvent is C(Cl)Cl (methylene chloride). Reaction conditions: time 4 hour. Product: BrC1=CC=C(C=C1)S(=O)(=O)C=1C=C(C=CC1)S(=O)(=O)Cl (3-(4-bromophenylsulfonyl)benzenesulfonyl chloride). Reaction SMILES: [Cl-].[Al+3].[Cl-].[Cl-].[C:5]1([S:11]([Cl:14])(=[O:13])=[O:12])[CH:10]=[CH:9][CH:8]=[CH:7][CH:6]=1.BrC1C=CC=CC=1.[Br:22][C:23]1[CH:28]=[CH:27][C:26]([S:29](C2C=CC(Br)=CC=2C2C=CC=CC=2)(=[O:31])=[O:30])=[C:25](C2C=CC=CC=2)[CH:24]=1.ClS(O)(=O)=O>C(Cl)Cl>[Br:22][C:23]1[CH:28]=[CH:27][C:26]([S:29]([C:7]2[CH:6]=[C:5]([S:11]([Cl:14])(=[O:13])=[O:12])[CH:10]=[CH:9][CH:8]=2)(=[O:31])=[O:30])=[CH:25][CH:24]=1 |f:0.1.2.3|. Procedure: From 200 g of anhydrous aluminum chloride, 153 ml of benzenesulfonyl chloride, 138 ml of bromobenzene, and 600 ml of methylene chloride was prepared 220 g of p-bromophenyl-phenyl-sulfone according to the method of Journal of Chem. Soc., p. 2508 (1960). To 100 ml of chlorosulfonic acid was added 100 g of p-bromophenylphenylsulfone, and after stirring the mixture for 4 hours at 130° to 140° C., the mixture was poured into ice water to provide 121 g of 3-(4-bromophenylsulfonyl)benzenesulfonyl chlor... Starting materials: FC(C(=O)NC1=NN(C(C1)C1=CC=CC=C1)C1=CC=C(C=C1)C(C(F)(F)F)=O)(F)F (2,2,2-Trifluoro-N-[5-phenyl-1-(p-trifluoroacetylphenyl)-2-pyrazolin-3-yl]acetamide), FC(C(=O)OC(C(F)(F)F)=O)(F)F (trifluoroacetic anhydride). Reaction conditions: time 2 minute. Yields the product C1(=CC=CC=C1)N1N=C(CC1C1=CC=CC=C1)NC(C(F)(F)F)=O (N-(1,5-Diphenyl-2-pyrazolin-3-yl)-2,2,2-trifluoroacetamide). Reaction SMILES: [F:1][C:2]([F:30])([F:29])[C:3]([NH:5][C:6]1[CH2:10][CH:9]([C:11]2[CH:16]=[CH:15][CH:14]=[CH:13][CH:12]=2)[N:8]([C:17]2[CH:22]=[CH:21][C:20](C(=O)C(F)(F)F)=[CH:19][CH:18]=2)[N:7]=1)=[O:4].FC(F)(F)C(OC(=O)C(F)(F)F)=O>>[C:17]1([N:8]2[CH:9]([C:11]3[CH:16]=[CH:15][CH:14]=[CH:13][CH:12]=3)[CH2:10][C:6]([NH:5][C:3](=[O:4])[C:2]([F:30])([F:1])[F:29])=[N:7]2)[CH:18]=[CH:19][CH:20]=[CH:21][CH:22]=1. Procedure details: A 5.0 g. amount of 3-amino-1,5-diphenyl-2-pyrazoline (prepared in Example 4) and 25.0 ml. of trifluoroacetic anhydride is heated until solution. After standing for 2 minutes, the precipitate formed is collected by filtration and washed with hexane. The solid is dissolved in dichloromethane and passed through a short column of a hydrous magnesium silicate. The effluent is refluxed and hexane is added to crystallize the product. The product is recrystallized from hexane to give 0.95 g. of the desi...